From a dataset of the Open Reaction Database (ORD), a public repository of structured organic reaction records. describe an organic reaction: reactants, conditions, products, and yield Starting materials: NC1=C(C(=NC=N1)N[C@@H](C)C1=NN2C(C(N1C1=CC=CC=C1)=O)=C(C=C2)C)I ((S)-2-(1-((6-Amino-5-iodopyrimidin-4-yl)amino)ethyl)-5-methyl-3-phenylpyrrolo[2,1-f][1,2,4]triazin-4(3H)-one), OC1=C(C=C(C=C1)B1OC(C(O1)(C)C)(C)C)NC(=O)N (1-(2-hydroxy-5-(4,4,5,5-tetramethyl-1,3,2-dioxaborolan-2-yl)phenyl)urea), C([O-])([O-])=O.[Na+].[Na+] (sodium carbonate). Yields the product NC1=NC=NC(=C1C=1C=CC2=C(NC(O2)=O)C1)N[C@@H](C)C1=NN2C(C(N1C1=CC=CC=C1)=O)=C(C=C2)C ((S)-5-(4-Amino-6-((1-(5-methyl-4-oxo-3-phenyl-3,4-dihydropyrrolo[2,1-f][1,2,4]triazin-2-yl)ethyl)amino)pyrimidin-5-yl)benzo[d]oxazol-2(3H)-one). Yield: 49.1%. Reaction SMILES: [NH2:1][C:2]1[N:7]=[CH:6][N:5]=[C:4]([NH:8][C@H:9]([C:11]2[N:16]([C:17]3[CH:22]=[CH:21][CH:20]=[CH:19][CH:18]=3)[C:15](=[O:23])[C:14]3=[C:24]([CH3:27])[CH:25]=[CH:26][N:13]3[N:12]=2)[CH3:10])[C:3]=1I.[OH:29][C:30]1[CH:35]=[CH:34][C:33](B2OC(C)(C)C(C)(C)O2)=[CH:32][C:31]=1[NH:45][C:46](N)=[O:47].C(=O)([O-])[O-].[Na+].[Na+]>>[NH2:1][C:2]1[C:3]([C:33]2[CH:34]=[CH:35][C:30]3[O:29][C:46](=[O:47])[NH:45][C:31]=3[CH:32]=2)=[C:4]([NH:8][C@H:9]([C:11]2[N:16]([C:17]3[CH:22]=[CH:21][CH:20]=[CH:19][CH:18]=3)[C:15](=[O:23])[C:14]3=[C:24]([CH3:27])[CH:25]=[CH:26][N:13]3[N:12]=2)[CH3:10])[N:5]=[CH:6][N:7]=1 |f:2.3.4|. Reported procedure: (S)-2-(1-((6-Amino-5-iodopyrimidin-4-yl)amino)ethyl)-5-methyl-3-phenylpyrrolo[2,1-f][1,2,4]triazin-4(3H)-one (35 mg, 0.07 mmol) was treated with 1-(2-hydroxy-5-(4,4,5,5-tetramethyl-1,3,2-dioxaborolan-2-yl)phenyl)urea (38 mg, 0.11 mmol), sodium carbonate (2M, 34 μl, 0.07 mmol) and 1,1′-bis(diphenylphosphino)ferrocene-palladium(11)dichloride dichloromethane complex (9 mg, 0.01 mmol) according to the method described in Example 3 to give 17 mg (48% yield) of the title compound. Purity 97%. As a reaction SMILES: C([O:3][C:4]([CH:6]1[CH2:11][CH2:10][N:9]([CH2:12][C:13]2[CH:18]=[CH:17][CH:16]=[C:15]([NH:19][C:20]([O:22][C:23]([CH3:26])([CH3:25])[CH3:24])=[O:21])[CH:14]=2)[CH2:8][CH2:7]1)=[O:5])C.Cl>O.CO>[C:23]([O:22][C:20]([NH:19][C:15]1[CH:14]=[C:13]([CH:18]=[CH:17][CH:16]=1)[CH2:12][N:9]1[CH2:10][CH2:11][CH:6]([C:4]([OH:5])=[O:3])[CH2:7][CH2:8]1)=[O:21])([CH3:26])([CH3:24])[CH3:25]. Run at time 18 hour. Starting materials: C(C)OC(=O)C1CCN(CC1)CC1=CC(=CC=C1)NC(=O)OC(C)(C)C (1-(3-tert-butoxycarbonylamino-benzyl)-piperidine-4-carboxylic acid ethyl ester), Cl (HCl), LiOH mono hydrate. Yields the product C(C)(C)(C)OC(=O)NC=1C=C(CN2CCC(CC2)C(=O)O)C=CC1 (1-(3-tert-Butoxycarbonylamino-benzyl)-piperidine-4-carboxylic acid). Solvent: O (water), CO (MeOH). Procedure: A solution of 1-(3-tert-butoxycarbonylamino-benzyl)-piperidine-4-carboxylic acid ethyl ester (7.6 g, 21.4 mmol) in a mixture of water (90 mL) and MeOH (90 mL) at RT is treated at once with LiOH mono hydrate (922 mg, 22 mmol). The mixture is stirred at RT for 18 h then HCl 1N (22 mmol, 22 mL) is added and the reaction mixture is stirred at RT for 30 min. The solvents are removed under reduce pressure and the crude acid is dried under high vacuum. The crude title compound containing LiCl is used f... Reactants: NC=1C=C2C(C(NC2=CC1N)=O)(C)C (5,6-diamino-3,3-dimethylindolin-2-one), Cl (hydrochloric acid), C(=O)(Cl)Cl (phosgene). Conditions: time 10 minute. Product: CC1(C(NC2=CC3=C(N=C(N3)O)C=C21)=O)C (7,7-Dimethyl-2-hydroxy-6,7-dihydro-3H,5H-pyrrolo[ 2,3-f]benzimidazol-6-one). Reaction SMILES: [NH2:1][C:2]1[CH:3]=[C:4]2[C:8](=[CH:9][C:10]=1[NH2:11])[NH:7][C:6](=[O:12])[C:5]2([CH3:14])[CH3:13].Cl.[C:16](Cl)(Cl)=[O:17]>>[CH3:13][C:5]1([CH3:14])[C:4]2[C:8](=[CH:9][C:10]3[NH:11][C:16]([OH:17])=[N:1][C:2]=3[CH:3]=2)[NH:7][C:6]1=[O:12]. Reported procedure: Into a solution of 4.00 g. (0.021 mole) 5,6-diamino-3,3-dimethylindolin-2-one in 60 ml. 2N hydrochloric acid is passed phosgene at ambient temperature for 1 hour. Thereafter, nitrogen is passed through the solution for 10 minutes and the solution then left to stand for 15 hours. The precipitate is filtered off and crystallised from methanol. There are obtained 2.80 g. (62% of theory) of the title compound; m.p. >300° C. Reaction SMILES: [Br-:25].[CH3:26][P+:27]([c:28]1[cH:29][cH:30][cH:31][cH:32][cH:33]1)([c:34]1[cH:35][cH:36][cH:37][cH:38][cH:39]1)[c:40]1[cH:41][cH:42][cH:43][cH:44][cH:45]1.[CH3:3][O:4][CH2:5][O:6][c:7]1[cH:8][c:9]([CH:10]=[O:11])[cH:12][cH:13][c:14]1[O:15][CH2:16][O:17][CH3:18].[H-:1].[Na+:2].[O:20]=[CH:21][N:22]([CH3:23])[CH3:24].[OH2:19]>>[CH3:3][O:4][CH2:5][O:6][c:7]1[cH:8][c:9]([CH:10]=[CH2:21])[cH:12][cH:13][c:14]1[O:15][CH2:16][O:17][CH3:18]. Product: C=Cc1ccc(OCOC)c(OCOC)c1. Reactants: [Br-], C[P+](c1ccccc1)(c1ccccc1)c1ccccc1, COCOc1ccc(C=O)cc1OCOC, [H-], [Na+], CN(C)C=O, O. The reactants are C[SiH](C)O.C[Si](C)(C)C.C[Si](C)(C)O (PMHS), C(C(C)C)N (isobutylamine), amine, TiF2, C(C1=CC=CC=C1)N=C1CCC2=CC=CC=C12 (N-Benzyl-1-indanimine). The reagents and catalysts are C1(=CC=CC=C1)[SiH3] (PhSiH3), N1CCCCC1 (piperidine), CO (methanol). Run in C1CCOC1 (THF), C1CCOC1 (THF). Run at time 17.5 minute. Yields the product C(C1=CC=CC=C1)NC1CCC2=CC=CC=C12 ((+)-N-benzylindan-1-amine). Isolated yield 101.3%. RXN SMILES: C[SiH](O)C.C[Si](C)(C)C.C[Si](O)(C)C.[CH2:15]([N:22]=[C:23]1[C:31]2[C:26](=[CH:27][CH:28]=[CH:29][CH:30]=2)[CH2:25][CH2:24]1)[C:16]1[CH:21]=[CH:20][CH:19]=[CH:18][CH:17]=1.C(N)C(C)C>C1([SiH3])C=CC=CC=1.N1CCCCC1.CO.C1COCC1>[CH2:15]([NH:22][CH:23]1[C:31]2[C:26](=[CH:27][CH:28]=[CH:29][CH:30]=2)[CH2:25][CH2:24]1)[C:16]1[CH:17]=[CH:18][CH:19]=[CH:20][CH:21]=1 |f:0.1.2|. Procedure details: Typical experimental procedure: A dry resealable Schlenk flask under argon was charged with (S,S-(EBTHI) TiF2 (9 mg, 0.025 mmol) and 1 mL of dry THF. The resulting yellow solution was heated to 60 C. and PhSiH3 (12 μL, 0.1 mmol), piperidine (9 μL, 0.1 mmol) and methanol (4 μL, 0.1 mmol) were added via syringe. The mixture was stirred at 60 C. for 15-20 min, resulting in a color change from yellow to green. At this point, THF (1 mL) and PMHS (1.65 mL, 27 mmol) were added via syringe. The sealed S...